From a dataset of the Open Reaction Database (ORD), a public repository of structured organic reaction records. describe an organic reaction: reactants, conditions, products, and yield The product is O=[N+]([O-])c1cc(Br)cnc1Cl. The reactants are O=[N+]([O-])c1cc(Br)cnc1O, CN(C)C=O, O, O=P(Cl)(Cl)Cl. As a reaction SMILES: [Br:1][c:2]1[cH:3][c:4]([N+:9](=[O:10])[O-:11])[c:5]([OH:8])[n:6][cH:7]1.[O:18]=[CH:19][N:20]([CH3:21])[CH3:22].[OH2:17].[P:12]([Cl:13])([Cl:14])([Cl:15])=[O:16]>>[Br:1][c:2]1[cH:3][c:4]([N+:9](=[O:10])[O-:11])[c:5]([Cl:14])[n:6][cH:7]1.